describe an organic reaction: reactants, conditions, products, and yield From a dataset of the Open Reaction Database (ORD), a public repository of structured organic reaction records. Starting materials: O1CCN(CC1)CCN (2-morpholinoethanamine), N=1C(=CN2N=CC=CC21)C=2C=C(C=CC2)CN ((3-(imidazo[1,2-b]pyridazin-2-yl)phenyl)methanamine), C(=O)([O-])[O-].[K+].[K+] (K2CO3), C1=CN(C=N1)C(=O)N2C=CN=C2 (CDI). The reagents and catalysts are CN(C)C=1C=CN=CC1 (DMAP). Run in C1(=CC=CC=C1)C (Toluene). Reaction conditions: temperature 60 celsius, time 2 hour. The product is N=1C(=CN2N=CC=CC21)C=2C=C(CNC(=O)NCCN1CCOCC1)C=CC2 (1-(3-(imidazo[1,2-b]pyridazin-2-yl)benzyl)-3-(2-morpholinoethyl)urea). RXN SMILES: [N:1]1[C:2]([C:10]2[CH:11]=[C:12]([CH2:16][NH2:17])[CH:13]=[CH:14][CH:15]=2)=[CH:3][N:4]2[C:9]=1[CH:8]=[CH:7][CH:6]=[N:5]2.C([O-])([O-])=O.[K+].[K+].C1N=CN([C:29]([N:31]2[CH:35]=[N:34][CH:33]=[CH:32]2)=[O:30])C=1.[O:36]1[CH2:41]CN(CCN)[CH2:38][CH2:37]1>C1(C)C=CC=CC=1.CN(C1C=CN=CC=1)C>[N:1]1[C:2]([C:10]2[CH:11]=[C:12]([CH:13]=[CH:14][CH:15]=2)[CH2:16][NH:17][C:29]([NH:31][CH2:32][CH2:33][N:34]2[CH2:35][CH2:41][O:36][CH2:37][CH2:38]2)=[O:30])=[CH:3][N:4]2[C:9]=1[CH:8]=[CH:7][CH:6]=[N:5]2 |f:1.2.3|. Procedure details: 0.2 mmol (3-(imidazo[1,2-b]pyridazin-2-yl)phenyl)methanamine and 1 mmol K2CO3 in dry Toluene were stirred for 30 min at 30° C., added with CDI (0.2 mmol), and kept to stir for 2 h. Then 0.2 mmol 2-morpholinoethanamine and DMAP (cat.) were added and the solution was heated to 60° C. for 2 h. The reaction was concentrated in vacuo and the residue was purified by column chromatography on silica gel to give the 1-(3-(imidazo[1,2-b]pyridazin-2-yl)benzyl)-3-(2-morpholinoethyl)urea. Yields the product CNc1nc(OCc2ccccc2)ccc1N. Starting materials: CNc1nc(OCc2ccccc2)ccc1[N+](=O)[O-], CC(=O)O, CO, [Zn]. As a reaction SMILES: [CH2:1]([c:2]1[cH:3][cH:4][cH:5][cH:6][cH:7]1)[O:8][c:9]1[cH:10][cH:11][c:12]([N+:17]([O-:18])=[O:19])[c:13]([NH:15][CH3:16])[n:14]1.[CH3:20][C:21](=[O:22])[OH:23].[CH3:24][OH:25].[Zn:26]>>[CH2:1]([c:2]1[cH:3][cH:4][cH:5][cH:6][cH:7]1)[O:8][c:9]1[cH:10][cH:11][c:12]([NH2:17])[c:13]([NH:15][CH3:16])[n:14]1. The reactants are CCOC(C)=O, CC(Oc1ccc([N+](=O)[O-])cc1Cl)c1c(Cl)ccc(F)c1Cl. Product: CC(Oc1ccc(N)cc1Cl)c1c(Cl)ccc(F)c1Cl. RXN SMILES: [CH3:23][CH2:24][O:25][C:26](=[O:27])[CH3:28].[Cl:1][c:2]1[c:3]([CH:10]([CH3:11])[O:12][c:13]2[c:14]([Cl:22])[cH:15][c:16]([N+:19]([O-:20])=[O:21])[cH:17][cH:18]2)[c:4]([Cl:9])[c:5]([F:8])[cH:6][cH:7]1>>[Cl:1][c:2]1[c:3]([CH:10]([CH3:11])[O:12][c:13]2[c:14]([Cl:22])[cH:15][c:16]([NH2:19])[cH:17][cH:18]2)[c:4]([Cl:9])[c:5]([F:8])[cH:6][cH:7]1. The reactants are OC=1C=C(C=CC1)CCCN1C(C2=CC=CC=C2C1=O)=O (2-[3-(3-hydroxyphenyl)propyl]isoindole-1,3-dione), ClC1=CC=C(CO)C=C1 (4-chlorobenzylalcohol), EtOAc-hexanes. Product: ClC1=CC=C(COC=2C=C(C=CC2)CCCN2C(C3=CC=CC=C3C2=O)=O)C=C1 (2-(3-(3-(4-chlorobenzyloxy)phenyl)propyl)isoindoline-1,3-dione). Reaction SMILES: [OH:1][C:2]1[CH:3]=[C:4]([CH2:8][CH2:9][CH2:10][N:11]2[C:19](=[O:20])[C:18]3[C:13](=[CH:14][CH:15]=[CH:16][CH:17]=3)[C:12]2=[O:21])[CH:5]=[CH:6][CH:7]=1.[Cl:22][C:23]1[CH:30]=[CH:29][C:26]([CH2:27]O)=[CH:25][CH:24]=1>>[Cl:22][C:23]1[CH:30]=[CH:29][C:26]([CH2:27][O:1][C:2]2[CH:3]=[C:4]([CH2:8][CH2:9][CH2:10][N:11]3[C:19](=[O:20])[C:18]4[C:13](=[CH:14][CH:15]=[CH:16][CH:17]=4)[C:12]3=[O:21])[CH:5]=[CH:6][CH:7]=2)=[CH:25][CH:24]=1. Procedure details: Mitsunobu coupling of phenol 58 with 4-chlorobenzylalcohol followed by flash chromatography (5 to 30% EtOAc-hexanes gradient) gave 2-(3-(3-(4-chlorobenzyloxy)phenyl)propyl)isoindoline-1,3-dione as a colorless oil. Yield (2.82 g, 71%). 1H NMR (400 MHz, CDCl3) δ 7.79-7.82 (m, 2H), 7.67-7.69 (m, 2H), 7.31-7.38 (m, 4H), 7.15 (t, J=8.0 Hz, 1H), 6.79-6.81 (m, 2H), 6.70-6.73 (m, 1H), 4.99 (s, 2H), 3.72 (t, J=7.2 Hz, 2H), 2.65 (t, J=8.0 Hz, 2H), 2.02 (dddd, J=7.2 Hz, 2H).